Dataset: the Open Reaction Database (ORD), a public repository of structured organic reaction records. Task: describe an organic reaction: reactants, conditions, products, and yield Reactants: O=C(Cl)OC(Cl)(Cl)Cl, C1CCOC1, CC(C)CC(O)C(=O)OCc1ccccc1. Product: CC(C)CC(OC(=O)Cl)C(=O)OCc1ccccc1. Reaction SMILES: [Cl:17][C:18](=[O:19])[O:20][C:21]([Cl:22])([Cl:23])[Cl:24].[O:25]1[CH2:26][CH2:27][CH2:28][CH2:29]1.[OH:1][CH:2]([C:3](=[O:4])[O:5][CH2:6][c:7]1[cH:8][cH:9][cH:10][cH:11][cH:12]1)[CH2:13][CH:14]([CH3:15])[CH3:16]>>[O:1]([CH:2]([C:3](=[O:4])[O:5][CH2:6][c:7]1[cH:8][cH:9][cH:10][cH:11][cH:12]1)[CH2:13][CH:14]([CH3:15])[CH3:16])[C:18]([Cl:17])=[O:19]. Reactants: CC(C)([O-])C.[K+] (Potassium tert-butoxide), NC1=NC(=NC(=C1)N)S (4,6-diamino-2-pyrimidinethiol), FC1=C(CBr)C=CC=C1F (2,3-difluorobenzyl-bromide). Solvent: CS(=O)C (DMSO). Conditions: time 2 hour. Product: FC1=C(C=CC=C1F)CSC1=NC(=CC(=N1)N)N (2-[[(2,3-Difluorophenyl)methyl]thio]-4,6-pyrimidinediamine). Yield: 94.1%. As a reaction SMILES: [NH2:1][C:2]1[CH:7]=[C:6]([NH2:8])[N:5]=[C:4]([SH:9])[N:3]=1.CC(C)([O-])C.[K+].[F:16][C:17]1[C:24]([F:25])=[CH:23][CH:22]=[CH:21][C:18]=1[CH2:19]Br>CS(C)=O>[F:16][C:17]1[C:24]([F:25])=[CH:23][CH:22]=[CH:21][C:18]=1[CH2:19][S:9][C:4]1[N:5]=[C:6]([NH2:8])[CH:7]=[C:2]([NH2:1])[N:3]=1 |f:1.2|. Procedure: 4,6-diamino-2-pyrimidinethiol (7.3 g) was dissolved in DMSO (100 ml) at room temperature under an atmosphere of nitrogen. Potassium tert-butoxide (1M in THF, 48.3 ml) was added followed by 2,3-difluorobenzyl-bromide (10.0 g). The mixture was stirred for 2 hours at room temperature. The reaction mixture was then partitioned between ethyl acetate and ammonium chloride. The organic phase was washed with ammonium chloride (3×) and brine, then dried over magnesium sulphate and evaporated to give the ... The reactants are BrC=1C=NC=C(C1)Br (3,5-dibromopyridine), O1CCOCC1 (1,4-dioxane), N1CCOCC1 (morpholine), CC(C)([O-])C.[Na+] (sodium tert-butoxide). The reagents and catalysts are C=1C=CC(=CC1)[P](C=2C=CC=CC2)(C=3C=CC=CC3)[Pd]([P](C=4C=CC=CC4)(C=5C=CC=CC5)C=6C=CC=CC6)([P](C=7C=CC=CC7)(C=8C=CC=CC8)C=9C=CC=CC9)[P](C=1C=CC=CC1)(C=1C=CC=CC1)C=1C=CC=CC1 (Tetrakis(triphenylphosphine)palladium(0)). Reaction conditions: temperature 80 celsius. Product: BrC=1C=C(C=NC1)N1CCOCC1 (4-(5-bromopyridin-3-yl)morpholine). Isolated yield 41.1%. RXN SMILES: Br[C:2]1[CH:3]=[N:4][CH:5]=[C:6]([Br:8])[CH:7]=1.O1CCOCC1.[NH:15]1[CH2:20][CH2:19][O:18][CH2:17][CH2:16]1.CC(C)([O-])C.[Na+]>C1C=CC([P]([Pd]([P](C2C=CC=CC=2)(C2C=CC=CC=2)C2C=CC=CC=2)([P](C2C=CC=CC=2)(C2C=CC=CC=2)C2C=CC=CC=2)[P](C2C=CC=CC=2)(C2C=CC=CC=2)C2C=CC=CC=2)(C2C=CC=CC=2)C2C=CC=CC=2)=CC=1>[Br:8][C:6]1[CH:7]=[C:2]([N:15]2[CH2:20][CH2:19][O:18][CH2:17][CH2:16]2)[CH:3]=[N:4][CH:5]=1 |f:3.4,^1:30,32,51,70|. Procedure details: To a solution of [3,5-dibromopyridine (1000 mg, 0.004 mol) in 1,4-dioxane (8 mL, 0.1 mol), morpholine (400 mg, 0.004 mol) and sodium tert-butoxide (400 mg, 0.004 mol) were added. The reaction was bubbled with nitrogen. Tetrakis(triphenylphosphine)palladium(0) (200 mg, 0.0002 mol) was added and nitrogen was bubbled through for couple of minutes. The mixture was heated at 80° C. overnight. The reaction was allowed to cool to rt and was then partitioned between water and ethyl acetate. The organic ...